From a dataset of the Open Reaction Database (ORD), a public repository of structured organic reaction records. describe an organic reaction: reactants, conditions, products, and yield Reactants: SC[C@@H](O)[C@H](O)CS (dithiothreitol), OP(=O)(O)[O-].[K+] (KH2PO4), C(C)(C)(C)C=1C(=CC(=C(C1)O)C)SC#N (5-tert-butyl-2-methyl-4-thiocyanato-phenol), SC[C@@H](O)[C@H](O)CS (dithiothreitol), OP(=O)(O)[O-].[K+] (KH2PO4). Run in CCO (EtOH). Run at time 2 hour. The product is C(C)(C)(C)C=1C(=CC(=C(C1)O)C)S (5-tert-Butyl-4-mercapto-2-methyl-phenol). RXN SMILES: [C:1]([C:5]1[C:6]([S:13]C#N)=[CH:7][C:8]([CH3:12])=[C:9]([OH:11])[CH:10]=1)([CH3:4])([CH3:3])[CH3:2].SC[C@H]([C@@H](CS)O)O.OP([O-])(O)=O.[K+]>CCO>[C:1]([C:5]1[C:6]([SH:13])=[CH:7][C:8]([CH3:12])=[C:9]([OH:11])[CH:10]=1)([CH3:4])([CH3:3])[CH3:2] |f:2.3|. Procedure details: To a round bottom flask equipped with a magnetic stirrer and condenser were added 35 g (158 mmol) of 5-tert-butyl-2-methyl-4-thiocyanato-phenol prepared in Example GGG, dithiothreitol (25.61 g, 166 mmol), EtOH (250 mL), and 0.02M KH2PO4 buffer solution (25 mL), respectively. The reaction was heated to reflux; after 2 hours, additional dithiothreitol (5.0 g, 32.4 mmol) and 0.02M KH2PO4 buffer solution (25 mL) were added. After 2 hours at reflux, the solution was cooled to room temperature and con...